Dataset: the Open Reaction Database (ORD), a public repository of structured organic reaction records. Task: describe an organic reaction: reactants, conditions, products, and yield Reaction conditions: time 8 hour. Reported procedure: 2,4-Dihydroxy-N-methyl-3-(2-propenyl)benzamide (770 mg, 3.7 mmol), the compound of Example 23 (650 mg, 1.55 mmol), and potassium carbonate (321 mg, 2.32 mmol) were added to about 20 ml of DMF, and the reaction mixture was stirred overnight at room temperature in a 100 ml pear-shaped flask. The reaction mixture was diluted with ethyl acetate and washed with water. The organic layer was dried over magnesium sulfate, concentrated under vacuum and chromatographed on silica gel using 40% ethyl acetat... Reactants: OC1=C(C(=O)NC)C=CC(=C1CC=C)O (2,4-Dihydroxy-N-methyl-3-(2-propenyl)benzamide), ICCCOC1=C(C2=C(CCC(O2)C(=O)OC)C=C1)CCC (Methyl 7-(3-iodopropoxy)-3,4-dihydro-8-propyl-2H-1-benzopyran-2-carboxylate), C([O-])([O-])=O.[K+].[K+] (potassium carbonate), CN(C)C=O (DMF). RXN SMILES: [OH:1][C:2]1[C:11]([CH2:12][CH:13]=[CH2:14])=[C:10]([OH:15])[CH:9]=[CH:8][C:3]=1[C:4]([NH:6][CH3:7])=[O:5].I[CH2:17][CH2:18][CH2:19][O:20][C:21]1[CH:34]=[CH:33][C:24]2[CH2:25][CH2:26][CH:27]([C:29]([O:31][CH3:32])=[O:30])[O:28][C:23]=2[C:22]=1[CH2:35][CH2:36][CH3:37].C(=O)([O-])[O-].[K+].[K+].CN(C=O)C>C(OCC)(=O)C>[OH:1][C:2]1[C:11]([CH2:12][CH:13]=[CH2:14])=[C:10]([CH:9]=[CH:8][C:3]=1[C:4]([NH:6][CH3:7])=[O:5])[O:15][CH2:17][CH2:18][CH2:19][O:20][C:21]1[CH:34]=[CH:33][C:24]2[CH2:25][CH2:26][CH:27]([C:29]([O:31][CH3:32])=[O:30])[O:28][C:23]=2[C:22]=1[CH2:35][CH2:36][CH3:37] |f:2.3.4|. The solvent is C(C)(=O)OCC (ethyl acetate). Product: OC=1C(=C(OCCCOC2=C(C3=C(CCC(O3)C(=O)OC)C=C2)CCC)C=CC1C(=O)NC)CC=C (Methyl 3,4-dihydro-7-[3-[3-hydroxy-4-[(methylamino)carbonyl]-2-(2-propenyl) phenoxy]propoxy]-8-propyl-2H-1-benzopyran-2-carboxylate). Reactants: CN.Cl (CH3NH2.HCl), ClC=1C=C2C(=C(C=NC2=CC1)CO)NC1=CC(=C(C=C1)N1CCN(CC1)C(=O)OC(C)(C)C)C(F)(F)F (tert-butyl 4-(4-(6-chloro-3-(hydroxymethyl)quinolin-4-ylamino)-2-(trifluoromethyl)phenyl)piperazine-1-carboxylate), resultant solution, [BH-](OC(=O)C)(OC(=O)C)OC(=O)C.[Na+] (NaBH(OAc)3). Reagents/catalysts: O=[Mn]=O (MnO2). The solvent is ClCCl (dichloromethane), C1CCOC1 (THF). Conditions: time 8 hour. Yields the product ClC=1C=C2C(=C(C=NC2=CC1)CNC)NC1=CC(=C(C=C1)N1CCN(CC1)C(=O)OC(C)(C)C)C(F)(F)F (Tert-butyl 4-(4-(6-chloro-3-((methylamino)methyl)quinolin-4-ylamino)-2-(trifluoromethyl)phenyl)piperazine-1-carboxylate). As a reaction SMILES: [Cl:1][C:2]1[CH:3]=[C:4]2[C:9](=[CH:10][CH:11]=1)[N:8]=[CH:7][C:6]([CH2:12]O)=[C:5]2[NH:14][C:15]1[CH:20]=[CH:19][C:18]([N:21]2[CH2:26][CH2:25][N:24]([C:27]([O:29][C:30]([CH3:33])([CH3:32])[CH3:31])=[O:28])[CH2:23][CH2:22]2)=[C:17]([C:34]([F:37])([F:36])[F:35])[CH:16]=1.[BH-](OC(C)=O)(OC(C)=O)OC(C)=O.[Na+].[CH3:52][NH2:53].Cl>ClCCl.C1COCC1.O=[Mn]=O>[Cl:1][C:2]1[CH:3]=[C:4]2[C:9](=[CH:10][CH:11]=1)[N:8]=[CH:7][C:6]([CH2:12][NH:53][CH3:52])=[C:5]2[NH:14][C:15]1[CH:20]=[CH:19][C:18]([N:21]2[CH2:26][CH2:25][N:24]([C:27]([O:29][C:30]([CH3:31])([CH3:32])[CH3:33])=[O:28])[CH2:23][CH2:22]2)=[C:17]([C:34]([F:37])([F:35])[F:36])[CH:16]=1 |f:1.2,3.4|. Procedure details: To a solution of tert-butyl 4-(4-(6-chloro-3-(hydroxymethyl)quinolin-4-ylamino)-2-(trifluoromethyl)phenyl)piperazine-1-carboxylate (400 mg, 0.74 mmol) in dichloromethane(10 mL) at room temperature was added MnO2 (2 g). The resultant solution was stirred for 3 h before filtering through celite and washing with dichloromethane (20 mL). After removal solvent in vacuo, the residue was redisolved in THF (5 mL), to which NaBH(OAc)3 (443 mg, 2.1 mmol) and CH3NH2.HCl (140 mg, 2.1 mmol) were added. The s...